This data is from the Open Reaction Database (ORD), a public repository of structured organic reaction records. The task is: describe an organic reaction: reactants, conditions, products, and yield Reactants: C(C)(=O)O[BH-](OC(C)=O)OC(C)=O.[Na+] (Sodium triacetoxyborohydride), NCC1=CC=C(C=C1)C1=CN(C=2N=CN=C(C21)N)[C@@H]2CC[C@@H](CC2)N2CCN(CC2)C (cis-5-[4-(aminomethyl)phenyl]-7-[4-(4-methylpiperazino)cyclohexyl]-7H-pyrrolo[2,3-d]pyrimidin-4-amine), C(C1=CC=CC=C1)=O (benzaldehyde), C(C)(=O)O (acetic acid), [BH4-].[Na+] (Sodium borohydride). Solvent: ClCCCl (1,2 dichloroethane). Conditions: time 1 hour. The product is C(C1=CC=CC=C1)NCC1=CC=C(C=C1)C1=CN(C=2N=CN=C(C21)N)[C@@H]2CC[C@@H](CC2)N2CCN(CC2)C (cis-5-{4-[(benzylamino)methyl]phenyl}-7-[4-(4-methylpiperazino)cyclohexyl]-7H-pyrrolo[2,3-d]pyrimidin-4-amine). As a reaction SMILES: [NH2:1][CH2:2][C:3]1[CH:8]=[CH:7][C:6]([C:9]2[C:17]3[C:16]([NH2:18])=[N:15][CH:14]=[N:13][C:12]=3[N:11]([C@H:19]3[CH2:24][CH2:23][C@@H:22]([N:25]4[CH2:30][CH2:29][N:28]([CH3:31])[CH2:27][CH2:26]4)[CH2:21][CH2:20]3)[CH:10]=2)=[CH:5][CH:4]=1.[CH:32](=O)[C:33]1[CH:38]=[CH:37][CH:36]=[CH:35][CH:34]=1.C(O)(=O)C.C(O[BH-](OC(=O)C)OC(=O)C)(=O)C.[Na+].[BH4-].[Na+]>ClCCCl>[CH2:32]([NH:1][CH2:2][C:3]1[CH:4]=[CH:5][C:6]([C:9]2[C:17]3[C:16]([NH2:18])=[N:15][CH:14]=[N:13][C:12]=3[N:11]([C@H:19]3[CH2:24][CH2:23][C@@H:22]([N:25]4[CH2:26][CH2:27][N:28]([CH3:31])[CH2:29][CH2:30]4)[CH2:21][CH2:20]3)[CH:10]=2)=[CH:7][CH:8]=1)[C:33]1[CH:38]=[CH:37][CH:36]=[CH:35][CH:34]=1 |f:3.4,5.6|. Reported procedure: A mixture of cis-5-[4-(aminomethyl)phenyl]-7-[4-(4-methylpiperazino)cyclohexyl]-7H-pyrrolo[2,3-d]pyrimidin-4-amine (100 mg, 0.238 mmol), benzaldehyde (28 mg, 0.262 mmol) and acetic acid (43 mg, 0.714 mmol) in 1,2 dichloroethane (4 mL) was stirred at ambient temperature for 1 hour. Sodium triacetoxyborohydride (100 mg, 2.6 mmol) was added and the mixture was stirring continued for 2 hours. Sodium borohydride (100 mg, 2.60 mmol) was added and stirring was continued for an additional 30 minutes, th...